Task: describe an organic reaction: reactants, conditions, products, and yield. Dataset: the Open Reaction Database (ORD), a public repository of structured organic reaction records Reactants: C(#N)C=1C=NN(C1N(C(=O)OC1=CC=CC=C1)C(=O)OC1=CC=CC=C1)C1=C(C(=C(C=C1)Cl)Cl)Cl (4-cyano-5-di(phenoxycarbonyl)amino-1-(2,3,4-trichlorophenyl)pyrazole), C(C)OCCO (2-ethoxyethanol). Yields the product C(#N)C=1C=NN(C1NC(=O)OCCOCC)C1=C(C(=C(C=C1)Cl)Cl)Cl (4-cyano-5-[(2-ethoxy)ethoxycarbonylamino]-1-(2,3,4-trichlorophenyl)pyrazole). As a reaction SMILES: [C:1]([C:3]1[CH:4]=[N:5][N:6]([C:27]2[CH:32]=[CH:31][C:30]([Cl:33])=[C:29]([Cl:34])[C:28]=2[Cl:35])[C:7]=1[N:8]([C:18]([O:20][C:21]1C=CC=C[CH:22]=1)=[O:19])C(OC1C=CC=CC=1)=O)#[N:2].[CH2:36]([O:38]CCO)[CH3:37]>>[C:1]([C:3]1[CH:4]=[N:5][N:6]([C:27]2[CH:32]=[CH:31][C:30]([Cl:33])=[C:29]([Cl:34])[C:28]=2[Cl:35])[C:7]=1[NH:8][C:18]([O:20][CH2:21][CH2:22][O:38][CH2:36][CH3:37])=[O:19])#[N:2]. Reported procedure: A stirred mixture of 4-cyano-5-di(phenoxycarbonyl)amino-1-(2,3,4-trichlorophenyl)pyrazole (prepared as described in Example 27; 20 g) in 2-ethoxyethanol (400 ml) was heated at reflux for 4 hours. The reaction mixture was evaporated to dryness and the residue crystallized from ethyl acetate-n-hexane to give 4-cyano-5-[(2-ethoxy)ethoxycarbonylamino]-1-(2,3,4-trichlorophenyl)pyrazole (10 g), m.p. 122°-124° C., in the form of colourless crystals. The mother liquors were evaporated to dryness and the...